This data is from the Open Reaction Database (ORD), a public repository of structured organic reaction records. The task is: describe an organic reaction: reactants, conditions, products, and yield Reactants: C(C1=CC=CC=C1)[C@@H]([C@H](C[C@@H](C)C(NCCC(C)(C)C)=O)O)NC(C1=CC(=CC(=C1)C1=CC=CC=C1)N1C(CCC1)=O)=O (N-[(1S,2S,4R)-1-Benzyl-4-(3,3-dimethylbutylcarbamoyl)-2-hydroxypentyl]-3-(2-oxopyrrolidin-1-yl)-5-phenylbenzamide), [C@H](C)(CC)OC=1C=C(C(=O)O)C=C(C1)N1C(CCC1)=O (3-((S)-sec-butyloxy)-5-(2-oxopyrrolidin-1-yl)benzoic acid), C12C(CC(CC1)C2)NC([C@@H](C[C@@H]([C@H](CC2=CC=CC=C2)N)O)C)=O ((2R,4S,5S)-5-Amino-4-hydroxy-2-methyl-6-phenylhexanoic acid (bicyclo[2.2.1]hept-2-yl)amide). The product is C(C1=CC=CC=C1)[C@@H]([C@H](C[C@@H](C)C(NC1C2CCC(C1)C2)=O)O)NC(C2=CC(=CC(=C2)N2C(CCC2)=O)O[C@@H](C)CC)=O (N-[(1S,2S,4R)-1-Benzyl-4-(bicyclo[2.2.1]hept-2-ylcarbamoyl)-2-hydroxypentyl]-3-((S)-sec-butoxy)-5-(2-oxopyrrolidin-1-yl)benzamide). RXN SMILES: C([C@H](NC(=O)C1C=C(C2C=CC=CC=2)C=C(N2CCCC2=O)C=1)[C@@H](O)C[C@H](C(=O)NCCC(C)(C)C)C)C1C=CC=CC=1.[C@@H:44]([O:48][C:49]1[CH:50]=[C:51]([CH:55]=[C:56]([N:58]2[CH2:62][CH2:61][CH2:60][C:59]2=[O:63])[CH:57]=1)[C:52]([OH:54])=O)([CH2:46][CH3:47])[CH3:45].[CH:64]12[CH2:70][CH:67]([CH2:68][CH2:69]1)[CH2:66][CH:65]2[NH:71][C:72](=[O:87])[C@H:73]([CH3:86])[CH2:74][C@H:75]([OH:85])[C@@H:76]([NH2:84])[CH2:77][C:78]1[CH:83]=[CH:82][CH:81]=[CH:80][CH:79]=1>>[CH2:77]([C@H:76]([NH:84][C:52](=[O:54])[C:51]1[CH:55]=[C:56]([N:58]2[CH2:62][CH2:61][CH2:60][C:59]2=[O:63])[CH:57]=[C:49]([O:48][C@H:44]([CH2:46][CH3:47])[CH3:45])[CH:50]=1)[C@@H:75]([OH:85])[CH2:74][C@H:73]([C:72](=[O:87])[NH:71][CH:65]1[CH2:66][CH:67]2[CH2:70][CH:64]1[CH2:69][CH2:68]2)[CH3:86])[C:78]1[CH:79]=[CH:80][CH:81]=[CH:82][CH:83]=1. Reported procedure: Prepared in an analogous manner to E6 from 3-((S)-sec-butyloxy)-5-(2-oxopyrrolidin-1-yl)benzoic acid (D47) and (2R,4S,5S)-5-amino-4-hydroxy-2-methyl-6-phenylhexanoic acid (bicyclo[2.2.1]hept-2-yl)amide (D29).